From a dataset of the Open Reaction Database (ORD), a public repository of structured organic reaction records. describe an organic reaction: reactants, conditions, products, and yield Starting materials: ClC1=NC(=CC=C1)C1=CC=C(C=C1)C (2-chloro-6-p-tolylpyridine), BrN1C(CCC1=O)=O (N-bromosuccinimide). The reagents and catalysts are N(=NC(C#N)(C)C)C(C#N)(C)C (2,2′-azobisisobutyronitrile). Solvent: C(Cl)(Cl)(Cl)Cl (carbon tetrachloride). The product is BrCC1=CC=C(C=C1)C1=NC(=CC=C1)Cl (2-(4-bromomethyl-phenyl)-6-chloro-pyridine). Isolated yield 275.0%. RXN SMILES: [Cl:1][C:2]1[CH:7]=[CH:6][CH:5]=[C:4]([C:8]2[CH:13]=[CH:12][C:11]([CH3:14])=[CH:10][CH:9]=2)[N:3]=1.[Br:15]N1C(=O)CCC1=O>N(C(C)(C)C#N)=NC(C)(C)C#N.C(Cl)(Cl)(Cl)Cl>[Br:15][CH2:14][C:11]1[CH:10]=[CH:9][C:8]([C:4]2[CH:5]=[CH:6][CH:7]=[C:2]([Cl:1])[N:3]=2)=[CH:13][CH:12]=1. Procedure: The mixture (4.02 g) obtained in Example 36-1 in a carbon tetrachloride solution (45 ml) was added with N-bromosuccinimide (1.31 g) and 2,2′-azobisisobutyronitrile (0.121 g) and the whole was refluxed for 30 minutes. After that, the solution was cooled to room temperature and a solid component was separated by filtration. The organic layer was washed with a 1 mol/l sodium hydroxide aqueous solution and a saturated saline solution in the stated order, and dried with anhydrous magnesium sulfate. T... Reactants: NC=1C(=CC2=CC=CC=C2C1)C(=O)O (3-amino-2-naphthoic acid), solution. Solvent: C1CCOC1 (THF). Conditions: time 6 hour. Product: NC=1C(=CC2=CC=CC=C2C1)CO ((3-aminonaphthalen-2-yl)-methanol). Reaction SMILES: [NH2:1][C:2]1[C:3]([C:12](O)=[O:13])=[CH:4][C:5]2[C:10]([CH:11]=1)=[CH:9][CH:8]=[CH:7][CH:6]=2>C1COCC1>[NH2:1][C:2]1[C:3]([CH2:12][OH:13])=[CH:4][C:5]2[C:10]([CH:11]=1)=[CH:9][CH:8]=[CH:7][CH:6]=2. Procedure details: To a solution of 3-amino-2-naphthoic acid (2 g, 10.7 mmol) in THF (11 mL) at 0° C. is added a 1 M solution of borane-tetrahydrofuran complex (27 mL) dropwise over 15 min. The mixture is allowed to warm to ambient temperature and stirred for 6 h. The excess borane-tetrahydrofuran complex is quenched by adding methanol at 0° C., and the solvent evaporated to obtain a yellow solid. The solid is washed with water, EtOAc and then dried under high vacuum to give (3-aminonaphthalen-2-yl)-methanol. The reactants are [Br-], CCOC(=O)c1ccc(Br)s1, O=C(O)c1ccc(B(O)O)cc1, O=C([O-])[O-], CC(=O)[O-], CC(=O)[O-], CCCC[N+](CCCC)(CCCC)CCCC, Cl, [K+], [K+], O, [Pd+2]. Yields the product CCOC(=O)c1ccc(-c2ccc(C(=O)O)cc2)s1. RXN SMILES: [Br-:32].[Br:1][c:2]1[cH:3][cH:4][c:5]([C:7](=[O:8])[O:9][CH2:10][CH3:11])[s:6]1.[C:12](=[O:13])([OH:14])[c:15]1[cH:16][cH:17][c:18]([B:21]([OH:22])[OH:23])[cH:19][cH:20]1.[C:24](=[O:25])([O-:26])[O-:27].[C:50]([O-:51])(=[O:52])[CH3:53].[C:55]([O-:56])(=[O:57])[CH3:58].[CH3:33][CH2:34][CH2:35][CH2:36][N+:37]([CH2:38][CH2:39][CH2:40][CH3:41])([CH2:42][CH2:43][CH2:44][CH3:45])[CH2:46][CH2:47][CH2:48][CH3:49].[ClH:30].[K+:28].[K+:29].[OH2:31].[Pd+2:54]>>[c:2]1(-[c:18]2[cH:17][cH:16][c:15]([C:12](=[O:13])[OH:14])[cH:20][cH:19]2)[cH:3][cH:4][c:5]([C:7](=[O:8])[O:9][CH2:10][CH3:11])[s:6]1. Product: ClC=1C=NC=2N(C1)N=C(C2)C(=O)N2C(C1=CC=C(C=C1CC2)C=2C(=NC=CC2)OC)C ((6-Chloro-pyrazolo[1,5-a]pyrimidin-2-yl)-[6-(2-methoxy-pyridin-3-yl)-1-methyl-3,4-dihydro-1H-isoquinolin-2-yl]-methanone). RXN SMILES: [Cl:1][C:2]1[CH:3]=[N:4][C:5]2[N:6]([N:8]=[C:9]([C:11]([OH:13])=O)[CH:10]=2)[CH:7]=1.[CH3:14][O:15][C:16]1[C:21]([C:22]2[CH:23]=[C:24]3[C:29](=[CH:30][CH:31]=2)[CH:28]([CH3:32])[NH:27][CH2:26][CH2:25]3)=[CH:20][CH:19]=[CH:18][N:17]=1>>[Cl:1][C:2]1[CH:3]=[N:4][C:5]2[N:6]([N:8]=[C:9]([C:11]([N:27]3[CH2:26][CH2:25][C:24]4[C:29](=[CH:30][CH:31]=[C:22]([C:21]5[C:16]([O:15][CH3:14])=[N:17][CH:18]=[CH:19][CH:20]=5)[CH:23]=4)[CH:28]3[CH3:32])=[O:13])[CH:10]=2)[CH:7]=1. Procedure: In close analogy to the procedure described in Example 1, 6-chloro-pyrazolo[1,5-a]pyrimidine-2-carboxylic acid is reacted with 6-(2-Methoxy-pyridin-3-yl)-1-methyl-1,2,3,4-tetrahydro-isoquinoline to provide the title compound in moderate yield. Starting materials: ClC=1C=NC=2N(C1)N=C(C2)C(=O)O (6-chloro-pyrazolo[1,5-a]pyrimidine-2-carboxylic acid), COC1=NC=CC=C1C=1C=C2CCNC(C2=CC1)C (6-(2-Methoxy-pyridin-3-yl)-1-methyl-1,2,3,4-tetrahydro-isoquinoline).